Dataset: the Open Reaction Database (ORD), a public repository of structured organic reaction records. Task: describe an organic reaction: reactants, conditions, products, and yield Starting materials: IC1=NN(C2=CC=C(C=C12)N(C(=O)OC(C)(C)C)S(=O)(=O)C1=C(C=CC=C1)S(=O)(=O)C)C(=O)OC(C)(C)C (tert-butyl 3-iodo-5-(N-tert-butoxycarbonyl-2-methylsulfonylbenzenesulfonylamino)indazole-1-carboxylate), tetrakis(triphenylphosphine)palladium[0], CN(C=O)C (dimethylformamide), [N+](=O)([O-])C1=C(C=CC=C1)B(O)O (2-nitrophenylboronic acid), C(O)([O-])=O.[Na+] (sodium hydrogencarbonate). Solvent: ClCCl.C(C)(=O)OCC (dichloromethane ethyl acetate). The product is [N+](=O)([O-])C1=C(C=CC=C1)C1=NNC2=CC=C(C=C12)NS(=O)(=O)C1=C(C=CC=C1)S(=O)(=O)C (N-[3-(2-nitrophenyl)-1H-indazol-5-yl]-2-methylsulfonylbenzenesulfonamide). Yield: 16.2%. Reaction SMILES: I[C:2]1[C:10]2[C:5](=[CH:6][CH:7]=[C:8]([N:11]([S:19]([C:22]3[CH:27]=[CH:26][CH:25]=[CH:24][C:23]=3[S:28]([CH3:31])(=[O:30])=[O:29])(=[O:21])=[O:20])C(OC(C)(C)C)=O)[CH:9]=2)[N:4](C(OC(C)(C)C)=O)[N:3]=1.[N+:39]([C:42]1[CH:47]=[CH:46][CH:45]=[CH:44][C:43]=1B(O)O)([O-:41])=[O:40].C(=O)([O-])O.[Na+].CN(C)C=O>ClCCl.C(OCC)(=O)C>[N+:39]([C:42]1[CH:47]=[CH:46][CH:45]=[CH:44][C:43]=1[C:2]1[C:10]2[C:5](=[CH:6][CH:7]=[C:8]([NH:11][S:19]([C:22]3[CH:27]=[CH:26][CH:25]=[CH:24][C:23]=3[S:28]([CH3:31])(=[O:30])=[O:29])(=[O:20])=[O:21])[CH:9]=2)[NH:4][N:3]=1)([O-:41])=[O:40] |f:2.3,5.6|. Reported procedure: N-[3-(2-Nitrophenyl)-1H-indazol-5-yl]-2-methylsulfonylbenzenesulfonamide can be obtained as described in Example 47 from 620 mg of tert-butyl 3-iodo-5-(N-tert-butoxycarbonyl-2-methylsulfonylbenzenesulfonylamino)indazole-1-carboxylate, 202 mg 2-nitrophenylboronic acid, 2 ml of a saturated aqueous sodium hydrogencarbonate solution, 31.7 mg of tetrakis(triphenylphosphine)palladium[0] and of 20 ml of dimethylformamide. 70 mg of N-[3-(2-nitrophenyl)-1H-indazol-5-yl]-2-methylsulfonylbenzenesulfonamide... Starting materials: ClC=1C2=C(N=CN1)C(=CS2)C (4-chloro-7-methylthieno[3,2-d]pyrimidine), NC1CC2=CC=CC=C2C1 (2-aminoindan). Run in C(C)O (ethanol). Yields the product C1C(CC2=CC=CC=C12)NC=1C2=C(N=CN1)C(=CS2)C (4-(2-Indanylamino)-7-methylthieno[3,2-d]pyrimidine). The yield is 75.0%. As a reaction SMILES: Cl[C:2]1[C:3]2[S:10][CH:9]=[C:8]([CH3:11])[C:4]=2[N:5]=[CH:6][N:7]=1.[NH2:12][CH:13]1[CH2:21][C:20]2[C:15](=[CH:16][CH:17]=[CH:18][CH:19]=2)[CH2:14]1>C(O)C>[CH2:14]1[C:15]2[C:20](=[CH:19][CH:18]=[CH:17][CH:16]=2)[CH2:21][CH:13]1[NH:12][C:2]1[C:3]2[S:10][CH:9]=[C:8]([CH3:11])[C:4]=2[N:5]=[CH:6][N:7]=1. Reported procedure: 4-chloro-7-methylthieno[3,2-d]pyrimidine (74 mg, 0.40 mmol) and 2-aminoindan (270 mg, 2.0 mmol) in dry ethanol (3 ml) were heated to reflux under an argon atmosphere for 1 hour. The solvent was distilled off under reduced pressure and the residue obtained was purified by silica gel chromatography (hexane:ethyl acetate=1:1) to obtain the title compound (83 mg, 0.30 mmol) having the following physical properties: The reactants are COC=1C=C(C=O)C=CC1OCCN1CCOCC1 (3-methoxy-4-(2-morpholin-4-yl-ethoxy)-benzaldehyde), C(#C)[Mg]Cl (ethynylmagnesium chloride). The solvent is C1CCOC1 (THF). The product is OC(C#C)C1=CC(=C(C=C1)OCCN1CCOCC1)OC (3-Hydroxy-3-[3-methoxy-4-[2-(4-morpholinyl)-ethoxy]-phenyl]-1-propyne). RXN SMILES: [CH3:1][O:2][C:3]1[CH:4]=[C:5]([CH:8]=[CH:9][C:10]=1[O:11][CH2:12][CH2:13][N:14]1[CH2:19][CH2:18][O:17][CH2:16][CH2:15]1)[CH:6]=[O:7].[C:20]([Mg]Cl)#[CH:21]>C1COCC1>[OH:7][CH:6]([C:5]1[CH:8]=[CH:9][C:10]([O:11][CH2:12][CH2:13][N:14]2[CH2:19][CH2:18][O:17][CH2:16][CH2:15]2)=[C:3]([O:2][CH3:1])[CH:4]=1)[C:20]#[CH:21]. Reported procedure: 3-Hydroxy-3-[3-methoxy-4-[2-(4-morpholinyl)-ethoxy]-phenyl]-1-propyne was prepared according to Method A above from 3-methoxy-4-(2-morpholin-4-yl-ethoxy)-benzaldehyde (0.60 g, 2.26 mmol) (see below) in THF (25 mL) and ethynylmagnesium chloride (5 mmol, 10 mL, 0.5M solution in tetrahydrofuran) (Aldrich). (Yield 502 mg, 76%). As a reaction SMILES: [CH3:1][S:2][c:3]1[n:4][n:5][c:6]([C:20]#[N:21])[c:7]([N:9]2[CH2:10][CH2:11][c:12]3[c:13]([cH:16][cH:17][cH:18][cH:19]3)[CH2:14][CH2:15]2)[n:8]1.[NH2:22][CH2:23][CH:24]([CH3:25])[OH:26].[O:27]1[CH2:28][CH2:29][O:30][CH2:31][CH2:32]1>>[c:3]1([NH:22][CH2:23][CH:24]([CH3:25])[OH:26])[n:4][n:5][c:6]([C:20]#[N:21])[c:7]([N:9]2[CH2:10][CH2:11][c:12]3[c:13]([cH:16][cH:17][cH:18][cH:19]3)[CH2:14][CH2:15]2)[n:8]1. Product: CC(O)CNc1nnc(C#N)c(N2CCc3ccccc3CC2)n1. The reactants are CSc1nnc(C#N)c(N2CCc3ccccc3CC2)n1, CC(O)CN, C1COCCO1. Starting materials: COC(C1=CC=C(C=C1)C(P(=O)(OC)OC)NC(=O)OC(C)(C)C)=O (4-[tert-Butoxycarbonylamino-(dimethoxy-phosphoryl)-methyl]-benzoic acid methyl ester), [Li+].[OH-] (LiOH). Solvent: CCOC(=O)C (EtOAc), O1CCOCC1 (dioxane). Reaction conditions: time 18 hour. Product: C(C)(C)(C)OC(=O)NC(C1=CC=C(C(=O)O)C=C1)P(=O)(OC)OC (4-[tert-Butoxycarbonylamino(dimethoxy-phosphoryl)-methyl]-benzoic acid). RXN SMILES: C[O:2][C:3](=[O:25])[C:4]1[CH:9]=[CH:8][C:7]([CH:10]([NH:17][C:18]([O:20][C:21]([CH3:24])([CH3:23])[CH3:22])=[O:19])[P:11]([O:15][CH3:16])([O:13][CH3:14])=[O:12])=[CH:6][CH:5]=1.[Li+].[OH-]>O1CCOCC1.CCOC(C)=O>[C:21]([O:20][C:18]([NH:17][CH:10]([P:11]([O:15][CH3:16])([O:13][CH3:14])=[O:12])[C:7]1[CH:8]=[CH:9][C:4]([C:3]([OH:25])=[O:2])=[CH:5][CH:6]=1)=[O:19])([CH3:24])([CH3:23])[CH3:22] |f:1.2|. Reported procedure: 4-[tert-Butoxycarbonylamino-(dimethoxy-phosphoryl)-methyl]-benzoic acid methyl ester (150 mg, 0.402 mmol) was made 0.25 M in dioxane and to this stirring solution was added 3 M aq LiOH (29 mg, 1.205 mmol). The resulting mixture was stirred at ambient temperature for 18 hours. The reaction mixture was diluted with EtOAc and washed with 1N aq HCl. The organic layer was washed with brine, dried (MgSO4) and concentrated in vacuo. The residue was carried onto subsequent coupling without further purif... The reactants are C(C)OCCN1N=C(C(=C1C(=O)N)[N+](=O)[O-])CC (1-(2-ethoxyethyl)-3-ethyl-4-nitro-1H-pyrazole-5-carboxamide), [H][H] (hydrogen). The reagents and catalysts are [Pt] (Platinum-on-carbon). Solvent: C(C)(=O)OC(C)C (isopropyl acetate). Yields the product hydrate, NC=1C(=NN(C1C(=O)N)CCOCC)CC (4-amino-1-(2-ethoxyethyl)-3-ethyl-1H-pyrazole-5-carboxamide). As a reaction SMILES: [CH2:1]([O:3][CH2:4][CH2:5][N:6]1[C:10]([C:11]([NH2:13])=[O:12])=[C:9]([N+:14]([O-])=O)[C:8]([CH2:17][CH3:18])=[N:7]1)[CH3:2].[H][H]>[Pt].C(OC(C)C)(=O)C>[NH2:14][C:9]1[C:8]([CH2:17][CH3:18])=[N:7][N:6]([CH2:5][CH2:4][O:3][CH2:1][CH3:2])[C:10]=1[C:11]([NH2:13])=[O:12]. Procedure details: 1-(2-ethoxyethyl)-3-ethyl-4-nitro-1H-pyrazole-5-carboxamide from step 1 (15.0 g, 58 mmol), 5% Platinum-on-carbon (0.75 g), and isopropyl acetate (150 mL) were combined and the mixture was stirred under 80 psi of hydrogen for about 50 hours. The mixture was then filtered through celite, the celite was rinsed with acetonitrile, and the filtrate was concentrated. The material eventually crystallized to give 13.7 g as a hydrate of the title compound.